Dataset: the Open Reaction Database (ORD), a public repository of structured organic reaction records. Task: describe an organic reaction: reactants, conditions, products, and yield Starting materials: O[C@@H]1CC[C@H](CC1)N(S(=O)(=O)C1=CC=C(C=C1)C(F)(F)F)C (trans-N-(4-Hydroxy-cyclohexyl)-N-methyl-4-trifluoromethyl-benzenesulfonamide), BrCCCCBr (1,4-Dibrombutane). The product is BrCCCCO[C@@H]1CC[C@H](CC1)N(S(=O)(=O)C1=CC=C(C=C1)C(F)(F)F)C (trans-N-[4-(4-Bromo-butoxy)-cyclohexyl]-N-methyl-4-trifluoromethyl-benzenesulfonamide). RXN SMILES: [OH:1][C@H:2]1[CH2:7][CH2:6][C@H:5]([N:8]([CH3:22])[S:9]([C:12]2[CH:17]=[CH:16][C:15]([C:18]([F:21])([F:20])[F:19])=[CH:14][CH:13]=2)(=[O:11])=[O:10])[CH2:4][CH2:3]1.[Br:23][CH2:24][CH2:25][CH2:26][CH2:27]Br>>[Br:23][CH2:24][CH2:25][CH2:26][CH2:27][O:1][C@H:2]1[CH2:7][CH2:6][C@H:5]([N:8]([CH3:22])[S:9]([C:12]2[CH:17]=[CH:16][C:15]([C:18]([F:21])([F:19])[F:20])=[CH:14][CH:13]=2)(=[O:11])=[O:10])[CH2:4][CH2:3]1. Procedure: In analogy to example 11.11, trans-N-(4-Hydroxy-cyclohexyl)-N-methyl-4-trifluoromethyl-benzenesulfonamide and 1,4-Dibrombutane were converted to yield trans-N-[4-(4-Bromo-butoxy)-cyclohexyl]-N-methyl-4-trifluoromethyl-benzenesulfonamide as light yellow semisolid, MS: 320 [M−C4H8BrO]. Reactants: [Ca] (calcium), [OH-].[Ni+2].[OH-] (nickel hydroxide), [N+](=O)([O-])[O-].[Ca+2].[N+](=O)([O-])[O-] (calcium nitrate), [N+](=O)([O-])[O-].[Al+3].[N+](=O)([O-])[O-].[N+](=O)([O-])[O-] (aluminum nitrate), [OH-].[Na+] (sodium hydroxide), [Mn] (manganese), [Al] (aluminum), [OH-].[Ni+2].[OH-] (nickel hydroxide), [OH-].[Ni+2].[OH-] (nickel hydroxide), [N+](=O)([O-])[O-].[Ni+2].[N+](=O)([O-])[O-] (nickel nitrate), [OH-].[Ni+2].[OH-] (nickel hydroxide), [OH-].[Ni+2].[OH-] (nickel hydroxide), [Mn] (manganese), [Al] (aluminum), oxide, [OH-].[Ni+2].[OH-] (nickel hydroxide), [N+](=O)([O-])[O-].[Ni+2].[N+](=O)([O-])[O-] (nickel nitrate), [OH-].[Na+] (sodium hydroxide), [OH-].[Na+] (sodium hydroxide), metal oxide, [Mn] (manganese). Procedure: With the object of obtaining active material particles comprising a plurality of metal oxide layers by using 3 or more reaction-deposition vessels connected in series and changing the composition and/or kind of metal salts in respective reaction-deposition stages, and as a specific example, a process for producing a composite oxide of a plurality of metal elements of 3-layer structure wherein the inner layer comprises nickel hydroxide containing manganese as solid solution, the layer of the outs... The solvent is O (water). Reaction SMILES: [OH-].[Ni+2:2].[OH-].[Mn:4].[Al].[Ca].[OH-].[Na+].[N+:9]([O-:12])([O-:11])=[O:10].[Ni+2].[N+:14]([O-:17])([O-:16])=[O:15].[N+:18]([O-:21])([O-:20])=[O:19].[Al+3].[N+:23]([O-:26])([O-:25])=[O:24].[N+:27]([O-])([O-])=O.[N+]([O-])([O-])=O.[Ca+2].[N+]([O-])([O-])=O>O>[N+:9]([O-:12])([O-:11])=[O:10].[Ni+2:2].[N+:14]([O-:17])([O-:16])=[O:15].[N+:18]([O-:21])([O-:20])=[O:19].[Mn+2:4].[N+:23]([O-:26])([O-:25])=[O:24].[NH3:27] |f:0.1.2,6.7,8.9.10,11.12.13.14,15.16.17,19.20.21,22.23.24|. Product: [N+](=O)([O-])[O-].[Ni+2].[N+](=O)([O-])[O-] (nickel nitrate), [N+](=O)([O-])[O-].[Mn+2].[N+](=O)([O-])[O-] (manganese nitrate), N (ammonia). Starting materials: Cc1ccc2[nH]c3c(c2c1)CN(C)CC3, CN1CCCC1=O, O=C(O)C=Cc1ccc(C(F)(F)F)nc1, [K+], [OH-]. Yields the product Cc1ccc2c(c1)c1c(n2C(Cc2ccc(C(F)(F)F)nc2)C(=O)O)CCN(C)C1. RXN SMILES: [CH3:1][N:2]1[CH2:3][c:4]2[c:5]([nH:6][c:7]3[cH:8][cH:9][c:10]([CH3:13])[cH:11][c:12]23)[CH2:14][CH2:15]1.[CH3:33][N:34]1[CH2:35][CH2:36][CH2:37][C:38]1=[O:39].[F:16][C:17]([c:18]1[cH:19][cH:20][c:21]([CH:24]=[CH:25][C:26](=[O:27])[OH:28])[cH:22][n:23]1)([F:29])[F:30].[K+:32].[OH-:31]>>[CH3:1][N:2]1[CH2:3][c:4]2[c:5]([n:6]([CH:25]([CH2:24][c:21]3[cH:20][cH:19][c:18]([C:17]([F:16])([F:29])[F:30])[n:23][cH:22]3)[C:26](=[O:27])[OH:28])[c:7]3[cH:8][cH:9][c:10]([CH3:13])[cH:11][c:12]23)[CH2:14][CH2:15]1. The solvent is C(Cl)Cl (methylene chloride), C(Cl)Cl (methylene chloride), CCCCCC.C(C)(=O)OCC.C(Cl)Cl.CC(=O)C (hexane ethyl acetate methylene chloride acetone), C1(=CC=CC=C1)C (toluene). Starting materials: OC1=CC(OC(C1)C)=O (4-Hydroxy-6-methyl-5,6-dihydro-pyran-2-one), CC1OC(C=C(C1)OC(C)=O)=O (acetic acid 2-methyl-6-oxo-3,6-dihydro-2H-pyran-4-yl ester), C(C)(=O)O (acetic acid), C1(CCCCC1)N=C=NC1CCCCC1 (dicyclohexylcarbodiimide). Yield: 38.4%. Yields the product C(C)(=O)C=1C(OC(CC1O)C)=O (3-acetyl-4-hydroxy-6-methyl-5,6-dihydro-pyran-2-one). Procedure: 4-Hydroxy-6-methyl-5,6-dihydro-pyran-2-one (2 g, 15.6 mmol) was combined with methylene chloride (50 mL) in a 250 mL flask and then acetic acid (17.5 M, 2 eq, 31 mmol, 1.77 mL) was added to the mixture. The mixture was cooled in an ice bath and then dicyclohexylcarbodiimide (1.3 eq, 20.3 mmol, 4.19 g) was added portionwise, followed by the addition of 4-(dimethylamino)pyridine (0.05 eq, 0.78 mmol, 88 mg) to the mixture. A sufficient amount of methylene chloride was added to ensure easy stirring ... Reaction SMILES: [OH:1][C:2]1[CH2:7][CH:6]([CH3:8])[O:5][C:4](=[O:9])[CH:3]=1.[C:10](O)(=[O:12])[CH3:11].C1(N=C=NC2CCCCC2)CCCCC1.CC1CC(OC(=O)C)=CC(=O)O1>CN(C)C1C=CN=CC=1.C1(C)C=CC=CC=1.CCCCCC.C(OCC)(=O)C.C(Cl)Cl.CC(C)=O.C(Cl)Cl>[C:10]([C:3]1[C:4](=[O:9])[O:5][CH:6]([CH3:8])[CH2:7][C:2]=1[OH:1])(=[O:12])[CH3:11] |f:6.7.8.9|. The reagents and catalysts are CN(C1=CC=NC=C1)C (4-(dimethylamino)pyridine). Run at temperature 60 celsius. Run in O (H2O). Reaction conditions: time 8 hour. Reagents/catalysts: [Fe] (Fe), [Fe] (Fe). Yields the product Cl (HCl), NC1=CC=C(C(=O)NC2=CC=C(C=C2)SC2=CC(=NC=C2)O)C=C1 (4-Amino-N-[4-(2-hydroxypyridin-4-ylthio]phenyl)benzamide). As a reaction SMILES: [OH:1][C:2]1[CH:7]=[C:6]([S:8][C:9]2[CH:14]=[CH:13][C:12]([NH:15][C:16](=[O:26])[C:17]3[CH:22]=[CH:21][C:20]([N+:23]([O-])=O)=[CH:19][CH:18]=3)=[CH:11][CH:10]=2)[CH:5]=[CH:4][N:3]=1.CCO.[ClH:30]>[Fe].O>[ClH:30].[NH2:23][C:20]1[CH:21]=[CH:22][C:17]([C:16]([NH:15][C:12]2[CH:11]=[CH:10][C:9]([S:8][C:6]3[CH:5]=[CH:4][N:3]=[C:2]([OH:1])[CH:7]=3)=[CH:14][CH:13]=2)=[O:26])=[CH:18][CH:19]=1. Reported procedure: Nitro compound 14 (0.48 g, 1.18 mmol) was suspended in 2:1 EtOH:H2O (100 mL) and the resulting suspension brought to reflux. To this mixture was sequentially added Fe dust (0.30 g, 9.59 mmol) and c.HCl (2 mL), and the resulting suspension refluxed for 15 min. TLC and LCMS analysis at this time showed that the reaction was incomplete, thus further quantities of Fe dust (0.80 g, 14.29 mmol) and c.HCl (10 mL) were added, and the mixture refluxed for a further 50 min. After this time, the reaction w... The reactants are Cl (HCl), CCO (EtOH), Nitro, OC1=NC=CC(=C1)SC1=CC=C(C=C1)NC(C1=CC=C(C=C1)[N+](=O)[O-])=O (N-[4-(2-hydroxypyridin-4-ylthio)phenyl]-4-nitrobenzamide), Cl (HCl). Starting materials: ClCCl (dichloromethane), [OH-].[Na+] (sodium hydroxide), C(C)(=O)OCC1=C(C(=CC=C1)C(C)C)F (2-fluoro-3-isopropylbenzyl acetate), O (water). Solvent: O1CCOCC1 (dioxane). Reaction conditions: time 5 hour. Product: FC1=C(CO)C=CC=C1C(C)C (2-fluoro-3-isopropylbenzyl alcohol). Yield: 97.7%. Reaction SMILES: [OH-].[Na+].C([O:6][CH2:7][C:8]1[CH:13]=[CH:12][CH:11]=[C:10]([CH:14]([CH3:16])[CH3:15])[C:9]=1[F:17])(=O)C.O.ClCCl>O1CCOCC1>[F:17][C:9]1[C:10]([CH:14]([CH3:16])[CH3:15])=[CH:11][CH:12]=[CH:13][C:8]=1[CH2:7][OH:6] |f:0.1|. Procedure details: 44 g of 8% strength sodium hydroxide solution are added to a solution of 15.3 g (73 millimoles) of 2-fluoro-3-isopropylbenzyl acetate in 100 ml of dioxane. After 5 hours at 50° C., the mixture is poured into 100 ml of water. 12 g (98%) of 2-fluoro-3-isopropylbenzyl alcohol are obtained by extraction with dichloromethane. The reactants are CC=1C=CC(=C(C1Cl)NC=2C=CC=CC2C(=O)O)Cl (meclofenamic acid), [H-].[H-].[H-].[H-].[Li+].[Al+3] (LiAlH4), OP(=O)(O)O (H3PO4). Run in C1CCOC1 (THF). Yields the product ClC1=C(C(=CC=C1C)Cl)NC1=C(C=CC=C1)CO (2-[(2,6-dichloro-3-methylphenyl)amino]phenylmethanol). The yield is 55.5%. RXN SMILES: [CH3:1][C:2]1[CH:3]=[CH:4][C:5]([Cl:19])=[C:6]([NH:9][C:10]2[CH:11]=[CH:12][CH:13]=[CH:14][C:15]=2[C:16](O)=[O:17])[C:7]=1[Cl:8].[H-].[H-].[H-].[H-].[Li+].[Al+3].OP(O)(O)=O>C1COCC1>[Cl:8][C:7]1[C:2]([CH3:1])=[CH:3][CH:4]=[C:5]([Cl:19])[C:6]=1[NH:9][C:10]1[CH:11]=[CH:12][CH:13]=[CH:14][C:15]=1[CH2:16][OH:17] |f:1.2.3.4.5.6|. Procedure: To a stirred solution of meclofenamic acid (4.27 g, 13.4 mmol) in THF (75 mL) at 0° C. was added LiAlH4 (1.02 g, 26.8 mmol) in portions over 0.5 hour. The mixture was maintained cold for 2 hrs after which it was slowly added to a cold solution of H3PO4 (1M, 100 mL) and extracted with ethyl ether (3×75 mL). The combined organic layers were washed with water and brine, dried over MgSO4. filtered, and evaporated in vacuo. Purification by chromatography on silica gel (9:1 hexanes/ethyl acetate) affo... Reactants: BrC1=CN2C(C3=CC(=CC=C13)Cl)=NNC2=O (6-bromo-9-chloro[1,2,4]triazolo[3,4-a]isoquinolin-3(2H)-one), C(C)(C)(C)OC(NC\C=C\B1OC(C(O1)(C)C)(C)C)=O (tert-butyl[(2E)-3-(4,4,5,5-tetramethyl-1,3,2-dioxaborolan-2-yl)prop-2-en-1-yl]carbamate). Run in O1CCOCC1 (1,4-dioxane), C(=O)([O-])[O-].[K+].[K+] (K2CO3). Reaction conditions: temperature 100 celsius, time 18 hour. Product: C(C)(C)(C)OC(NC\C=C\C1=CN2C(C3=CC(=CC=C13)Cl)=NNC2=O)=O (tert-butyl[(2E)-3-(9-chloro-3-oxo-2,3-dihydro[1,2,4]triazolo[3,4-a]isoquinolin-6-yl)prop-2-en-1-yl]carbamate). RXN SMILES: Br[C:2]1[C:11]2[C:6](=[CH:7][C:8]([Cl:12])=[CH:9][CH:10]=2)[C:5]2=[N:13][NH:14][C:15](=[O:16])[N:4]2[CH:3]=1.[C:17]([O:21][C:22](=[O:36])[NH:23][CH2:24]/[CH:25]=[CH:26]/B1OC(C)(C)C(C)(C)O1)([CH3:20])([CH3:19])[CH3:18]>O1CCOCC1.C([O-])([O-])=O.[K+].[K+]>[C:17]([O:21][C:22](=[O:36])[NH:23][CH2:24]/[CH:25]=[CH:26]/[C:2]1[C:11]2[C:6](=[CH:7][C:8]([Cl:12])=[CH:9][CH:10]=2)[C:5]2=[N:13][NH:14][C:15](=[O:16])[N:4]2[CH:3]=1)([CH3:20])([CH3:19])[CH3:18] |f:3.4.5|. Reported procedure: 6-bromo-9-chloro[1,2,4]triazolo[3,4-a]isoquinolin-3(2H)-one (3-9) (60 mg, 0.201 mmol, 1.0 equiv.) and tert-butyl[(2E)-3-(4,4,5,5-tetramethyl-1,3,2-dioxaborolan-2-yl)prop-2-en-1-yl]carbamate (3-3) (228 mg, 0.804 mmol, 4.0 equiv.) were dissolved in anhydrous 1,4-dioxane (0.6 ml) and 2 M K2CO3 aqueous solution (0.2 mL). The reaction mixture was heated to 100° C. LCMS at 18 hours showed complete conversion. Purification with reverse phase HPLC (H2O/CH3CN gradient w/0.1% TFA) afforded the title produ... Reactants: O=C(CC1CCCCC1)Nc1c(Cl)ccc2nc(Cl)ccc12, N#CCCOC1CCNC1. Product: N#CCCOC1CCN(c2ccc3c(NC(=O)CC4CCCCC4)c(Cl)ccc3n2)C1. As a reaction SMILES: [Cl:1][c:2]1[n:3][c:4]2[cH:5][cH:6][c:7]([Cl:22])[c:8]([NH:12][C:13]([CH2:14][CH:15]3[CH2:16][CH2:17][CH2:18][CH2:19][CH2:20]3)=[O:21])[c:9]2[cH:10][cH:11]1.[NH:23]1[CH2:24][CH:25]([O:28][CH2:29][CH2:30][C:31]#[N:32])[CH2:26][CH2:27]1>>[c:2]1([N:23]2[CH2:24][CH:25]([O:28][CH2:29][CH2:30][C:31]#[N:32])[CH2:26][CH2:27]2)[n:3][c:4]2[cH:5][cH:6][c:7]([Cl:22])[c:8]([NH:12][C:13]([CH2:14][CH:15]3[CH2:16][CH2:17][CH2:18][CH2:19][CH2:20]3)=[O:21])[c:9]2[cH:10][cH:11]1. The reactants are CC1(OCC(O1)CN1N=CC(=C1)C=1C=C2C=C(N=CC2=CC1)NC1=C(C=C(C=C1)C1=CN=C(N1C)C)OC)C (6-(1-((2,2-dimethyl-1,3-dioxolan-4-yl)methyl)-1H-pyrazol-4-yl)-N-(4-(1,2-dimethyl-1H-imidazol-5-yl)-2-methoxyphenyl)isoquinolin-3-amine), C(=O)(C(F)(F)F)O (TFA). The solvent is C1CCOC1 (THF). Reaction conditions: time 16 hour. Product: CN1C(=NC=C1C1=CC(=C(C=C1)NC=1N=CC2=CC=C(C=C2C1)C=1C=NN(C1)CC(CO)O)OC)C (Racemic 3-(4-(3-((4-(1,2-Dimethyl-1H-imidazol-5-yl)-2-methoxyphenyl)amino)isoquinolin-6-yl)-1H-pyrazol-1-yl)propane-1,2-diol). Isolated yield 97.8%. RXN SMILES: CC1(C)[O:6][CH:5]([CH2:7][N:8]2[CH:12]=[C:11]([C:13]3[CH:14]=[C:15]4[C:20](=[CH:21][CH:22]=3)[CH:19]=[N:18][C:17]([NH:23][C:24]3[CH:29]=[CH:28][C:27]([C:30]5[N:34]([CH3:35])[C:33]([CH3:36])=[N:32][CH:31]=5)=[CH:26][C:25]=3[O:37][CH3:38])=[CH:16]4)[CH:10]=[N:9]2)[CH2:4][O:3]1.C(O)(C(F)(F)F)=O>C1COCC1>[CH3:35][N:34]1[C:30]([C:27]2[CH:28]=[CH:29][C:24]([NH:23][C:17]3[N:18]=[CH:19][C:20]4[C:15]([CH:16]=3)=[CH:14][C:13]([C:11]3[CH:10]=[N:9][N:8]([CH2:7][CH:5]([OH:6])[CH2:4][OH:3])[CH:12]=3)=[CH:22][CH:21]=4)=[C:25]([O:37][CH3:38])[CH:26]=2)=[CH:31][N:32]=[C:33]1[CH3:36]. Procedure: To a solution of 6-(1-((2,2-dimethyl-1,3-dioxolan-4-yl)methyl)-1H-pyrazol-4-yl)-N-(4-(1,2-dimethyl-1H-imidazol-5-yl)-2-methoxyphenyl)isoquinolin-3-amine (Example 40, 20 mg, 0.038 mmol) in THF (8 mL) at 0° C. was added TFA (1 mL). the reaction was stirred at room temperature for 16 hours before concentrating in vacuo. The residue was purified by elution through an SCX-2 column using 2M NH3/MeOH to afford the title compound (18 mg, 97%).